This data is from the Open Reaction Database (ORD), a public repository of structured organic reaction records. The task is: describe an organic reaction: reactants, conditions, products, and yield The reactants are O=C=NC1CCCCC1, COC(=O)C(CSCC(CC(=O)O)C(=O)c1cccnc1)NC(=O)OCC1c2ccccc2-c2ccccc21. Yields the product COC(=O)C(CSCC(CC(=O)O)C(=O)c1cccnc1)NC(=O)NC1CCCCC1. RXN SMILES: [O:40]=[C:41]=[N:42][CH:43]1[CH2:44][CH2:45][CH2:46][CH2:47][CH2:48]1.[cH:1]1[c:2]2[c:12]([cH:13][cH:14][cH:15]1)-[c:7]1[c:6]([cH:11][cH:10][cH:9][cH:8]1)[CH:3]2[CH2:4][O:5][C:16](=[O:17])[NH:18][CH:19]([CH2:20][S:21][CH2:22][CH:23]([CH2:24][C:25](=[O:26])[OH:27])[C:28]([c:29]1[cH:30][n:31][cH:32][cH:33][cH:34]1)=[O:35])[C:36](=[O:37])[O:38][CH3:39]>>[C:16](=[O:17])([NH:18][CH:19]([CH2:20][S:21][CH2:22][CH:23]([CH2:24][C:25](=[O:26])[OH:27])[C:28]([c:29]1[cH:30][n:31][cH:32][cH:33][cH:34]1)=[O:35])[C:36](=[O:37])[O:38][CH3:39])[NH:42][CH:43]1[CH2:44][CH2:45][CH2:46][CH2:47][CH2:48]1. Starting materials: C1CCOC1, CO, O=[N+]([O-])c1ccc2nc(-c3ccc4c(c3)OCO4)ccc2c1. The product is Nc1ccc2nc(-c3ccc4c(c3)OCO4)ccc2c1. RXN SMILES: [CH2:25]1[O:26][CH2:27][CH2:28][CH2:29]1.[CH3:23][OH:24].[O:1]1[CH2:2][O:3][c:4]2[c:5]1[cH:6][cH:7][c:8](-[c:10]1[n:11][c:12]3[cH:13][cH:14][c:15]([N+:20]([O-:21])=[O:22])[cH:16][c:17]3[cH:18][cH:19]1)[cH:9]2>>[O:1]1[CH2:2][O:3][c:4]2[c:5]1[cH:6][cH:7][c:8](-[c:10]1[n:11][c:12]3[cH:13][cH:14][c:15]([NH2:20])[cH:16][c:17]3[cH:18][cH:19]1)[cH:9]2. The reactants are ClCCl, O=C(Cl)c1c(F)cc(F)cc1F, Nc1cccc(N)n1, C1COCCO1. Yields the product Nc1cccc(NC(=O)c2c(F)cc(F)cc2F)n1. Reaction SMILES: [Cl:27][CH2:28][Cl:29].[F:1][c:2]1[c:3]([C:4](=[O:5])[Cl:6])[c:7]([F:12])[cH:8][c:9]([F:11])[cH:10]1.[NH2:13][c:14]1[n:15][c:16]([NH2:20])[cH:17][cH:18][cH:19]1.[O:21]1[CH2:22][CH2:23][O:24][CH2:25][CH2:26]1>>[F:1][c:2]1[c:3]([C:4](=[O:5])[NH:20][c:16]2[n:15][c:14]([NH2:13])[cH:19][cH:18][cH:17]2)[c:7]([F:12])[cH:8][c:9]([F:11])[cH:10]1. The reactants are CCOC(=O)C(F)=C(C)c1cc2c(cc1OCC)OC(C)(C)C=C2CC, CC(C)C[Al+]CC(C)C, [H-]. The product is CCOc1cc2c(cc1C(C)=C(F)CO)C(CC)=CC(C)(C)O2. Reaction SMILES: [CH2:1]([CH3:2])[O:3][c:4]1[c:5]([C:18](=[C:19]([C:20](=[O:21])[O:22][CH2:23][CH3:24])[F:25])[CH3:26])[cH:6][c:7]2[c:12]([cH:13]1)[O:11][C:10]([CH3:14])([CH3:15])[CH:9]=[C:8]2[CH2:16][CH3:17].[CH2:28]([Al+:29][CH2:30][CH:31]([CH3:32])[CH3:33])[CH:34]([CH3:35])[CH3:36].[H-:27]>>[CH2:1]([CH3:2])[O:3][c:4]1[c:5]([C:18](=[C:19]([CH2:20][OH:21])[F:25])[CH3:26])[cH:6][c:7]2[c:12]([cH:13]1)[O:11][C:10]([CH3:14])([CH3:15])[CH:9]=[C:8]2[CH2:16][CH3:17]. The reactants are Cl.CN(CCCCl)C (3-dimethylaminopropyl chloride hydrochloride), C(CCC)N1C(C(=C(C2=CC=CN=C12)C1=CC(=CC=C1)O)NC(=O)NC1=C(C=CC=C1C(C)C)C(C)C)=O (N-{ 1-butyl-4-(3-hydroxyphenyl)-1,2-dihydro-2-oxo-1,8-naphthyridin-3-yl}-N'-(2,6-diisopropylphenyl)urea), C([O-])([O-])=O.[K+].[K+] (potassium carbonate), [I-].[Na+] (sodium iodide). Run in CN(C)C=O (DMF), O (water). Run at time 10 hour. Product: C(CCC)N1C(C(=C(C2=CC=CN=C12)C1=CC(=CC=C1)OCCCN(C)C)NC(=O)NC1=C(C=CC=C1C(C)C)C(C)C)=O (N-[1-butyl-4-{3-(3-dimethylaminopropoxy)phenyl}-1,2-dihydro-2-oxo-1,8-naphthyridin-3-yl]-N'-(2,6-diisopropylphenyl)urea). Isolated yield 37.6%. Reaction SMILES: [CH2:1]([N:5]1[C:14]2[C:9](=[CH:10][CH:11]=[CH:12][N:13]=2)[C:8]([C:15]2[CH:20]=[CH:19][CH:18]=[C:17]([OH:21])[CH:16]=2)=[C:7]([NH:22][C:23]([NH:25][C:26]2[C:31]([CH:32]([CH3:34])[CH3:33])=[CH:30][CH:29]=[CH:28][C:27]=2[CH:35]([CH3:37])[CH3:36])=[O:24])[C:6]1=[O:38])[CH2:2][CH2:3][CH3:4].C(=O)([O-])[O-].[K+].[K+].[I-].[Na+].Cl.[CH3:48][N:49]([CH3:54])[CH2:50][CH2:51][CH2:52]Cl>CN(C=O)C.O>[CH2:1]([N:5]1[C:14]2[C:9](=[CH:10][CH:11]=[CH:12][N:13]=2)[C:8]([C:15]2[CH:20]=[CH:19][CH:18]=[C:17]([O:21][CH2:52][CH2:51][CH2:50][N:49]([CH3:54])[CH3:48])[CH:16]=2)=[C:7]([NH:22][C:23]([NH:25][C:26]2[C:27]([CH:35]([CH3:37])[CH3:36])=[CH:28][CH:29]=[CH:30][C:31]=2[CH:32]([CH3:33])[CH3:34])=[O:24])[C:6]1=[O:38])[CH2:2][CH2:3][CH3:4] |f:1.2.3,4.5,6.7|. Reported procedure: To a suspension of N-{ 1-butyl-4-(3-hydroxyphenyl)-1,2-dihydro-2-oxo-1,8-naphthyridin-3-yl}-N'-(2,6-diisopropylphenyl)urea (200 mg, 0.4 mmol), potassium carbonate (166 mg, 1.2 mmol), and sodium iodide (5 mg) in DMF (10 ml) was added 3-dimethylaminopropyl chloride hydrochloride (63 mg) at room temperature, and the mixture was stirred at 60°-70° C. for 10 hours. After allowed to stand for cooling, the mixture was poured into water, extracted with ethyl acetate, washed with water, washed with a sat... Starting materials: ClC(Cl)(Cl)Cl, CCS(=O)(=O)c1ccc(CO)cc1, C1CCOC1, c1ccc(P(c2ccccc2)c2ccccc2)cc1. The product is CCS(=O)(=O)c1ccc(CCl)cc1. Reaction SMILES: [C:20]([Cl:21])([Cl:22])([Cl:23])[Cl:24].[CH2:25]([CH3:26])[S:27](=[O:28])(=[O:29])[c:30]1[cH:31][cH:32][c:33]([CH2:36][OH:37])[cH:34][cH:35]1.[O:38]1[CH2:39][CH2:40][CH2:41][CH2:42]1.[c:1]1([P:2]([c:3]2[cH:4][cH:5][cH:6][cH:7][cH:8]2)[c:9]2[cH:10][cH:11][cH:12][cH:13][cH:14]2)[cH:15][cH:16][cH:17][cH:18][cH:19]1>>[CH2:20]([Cl:24])[c:33]1[cH:32][cH:31][c:30]([S:27]([CH2:25][CH3:26])(=[O:28])=[O:29])[cH:35][cH:34]1. Reactants: CC(C)(C)OC(=O)N1CCN(c2nc(OC3CCC(O)C3)c3ccccc3n2)CC1, O=C(O)C(F)(F)F. Yields the product OC1CCC(Oc2nc(N3CCNCC3)nc3ccccc23)C1. As a reaction SMILES: [C:1]([O:2][C:3](=[O:4])[N:8]1[CH2:9][CH2:10][N:11]([c:14]2[n:15][c:16]3[cH:17][cH:18][cH:19][cH:20][c:21]3[c:22]([O:24][CH:25]3[CH2:26][CH:27]([OH:30])[CH2:28][CH2:29]3)[n:23]2)[CH2:12][CH2:13]1)([CH3:5])([CH3:6])[CH3:7].[OH:31][C:32]([C:33]([F:34])([F:35])[F:36])=[O:37]>>[NH:8]1[CH2:9][CH2:10][N:11]([c:14]2[n:15][c:16]3[cH:17][cH:18][cH:19][cH:20][c:21]3[c:22]([O:24][CH:25]3[CH2:26][CH:27]([OH:30])[CH2:28][CH2:29]3)[n:23]2)[CH2:12][CH2:13]1. Reagents/catalysts: [O-]CC.[Ti+4].[O-]CC.[O-]CC.[O-]CC (Titanium ethoxide), [O-]CC.[Ti+4].[O-]CC.[O-]CC.[O-]CC (titanium ethoxide). The reactants are CO (MeOH), C(=O)(O)[O-].[Na+] (NaHCO3), CC(C)(C)S(=O)N (2-methyl-2-propanesulfinamide), BrC1=CC=C2CCC3(C(C2=C1)=O)CC3 (7′-bromo-3′,4′-dihydro-1′H-spiro[cyclopropane-1,2′-naphthalen]-1′-one), BrC1=CC=C2CCC3(C(C2=C1)=O)CC3 (7′-bromo-3′,4′-dihydro-1′H-spiro[cyclopropane-1,2′-naphthalen]-1′-one), CC(C)(C)S(=O)N (2-methyl-2-propanesulfinamide). Run in CCOC(=O)C (EtOAc), 2-Me THF. Yields the product BrC1=CC=C2CCC3(C(C2=C1)=NS(=O)C(C)(C)C)CC3 (N-(7′-Bromo-3′,4′-dihydro-1′H-spiro[cyclopropane-1,2′-naphthalene]-1′-ylidene)-2-methylpropane-2-sulfinamide). Yield: 39.9%. As a reaction SMILES: [CH3:1][C:2]([S:5]([NH2:7])=[O:6])([CH3:4])[CH3:3].[Br:8][C:9]1[CH:18]=[C:17]2[C:12]([CH2:13][CH2:14][C:15]3([CH2:21][CH2:20]3)[C:16]2=O)=[CH:11][CH:10]=1.CO.C([O-])(O)=O.[Na+]>[O-]CC.[Ti+4].[O-]CC.[O-]CC.[O-]CC.CCOC(C)=O>[Br:8][C:9]1[CH:18]=[C:17]2[C:12]([CH2:13][CH2:14][C:15]3([CH2:21][CH2:20]3)[C:16]2=[N:7][S:5]([C:2]([CH3:4])([CH3:3])[CH3:1])=[O:6])=[CH:11][CH:10]=1 |f:3.4,5.6.7.8.9|. Procedure details: Titanium ethoxide (5.9 mL, 28.7 mmol), 2-methyl-2-propanesulfinamide (2.61 g, 21.5 mmol) and 7′-bromo-3′,4′-dihydro-1′H-spiro[cyclopropane-1,2′-naphthalen]-1′-one (Intermediate 6, 3.6 g, 14.3 mmol) in dry 2-Me THF (80 mL) were heated to 100° C. to give an azeotrope. In total 100 mL 2-Me THF was removed and replaced by new 2-Me THF in 50 mL portions over a period of 4 h. The mixture was refluxed overnight. The azeotropic distillation was continued for 9 h and then more 2-methyl-2-propanesulfinami... Conditions: time 4 hour.